Dataset: the Open Reaction Database (ORD), a public repository of structured organic reaction records. Task: describe an organic reaction: reactants, conditions, products, and yield Reactants: O=S(=O)(Cl)c1ccc(Cl)cc1, Nc1ccc(CCCCC(=O)O)nc1, c1ccncc1. Yields the product O=C(O)CCCCc1ccc(NS(=O)(=O)c2ccc(Cl)cc2)cn1. As a reaction SMILES: [Cl:1][c:2]1[cH:3][cH:4][c:5]([S:8](=[O:9])(=[O:10])[Cl:11])[cH:6][cH:7]1.[NH2:12][c:13]1[cH:14][cH:15][c:16]([CH2:19][CH2:20][CH2:21][CH2:22][C:23](=[O:24])[OH:25])[n:17][cH:18]1.[cH:26]1[cH:27][cH:28][n:29][cH:30][cH:31]1>>[Cl:1][c:2]1[cH:3][cH:4][c:5]([S:8](=[O:9])(=[O:10])[NH:12][c:13]2[cH:14][cH:15][c:16]([CH2:19][CH2:20][CH2:21][CH2:22][C:23](=[O:24])[OH:25])[n:17][cH:18]2)[cH:6][cH:7]1. Reported procedure: Following General Procedure B and using 8-[(cyclopropyl-methyl-amino)-methyl]-6-ethynyl-2,2,4,4-tetramethyl-chroman (Intermediate 11, 0.08 g, 0.27 mol), methyl-2-(4-iodophenyl)-2-methyl-propionate (Reagent 2, 0.082 g, 0.27 mol), diethyl amine (2 mol), copper(I)iodide (0.020 g, 0.1 mol) and dichlorobis(triphenylphosphine)palladium(II) (0.07 g, 0.1 mol) followed by flash column chromatography over silica gel (230-400 mesh) using 10% ethyl acetate in hexane as the eluent, the title compound was obt... Yields the product COC(C(C)(C)C1=CC=C(C=C1)C#CC=1C=C2C(CC(OC2=C(C1)CN(C)C1CC1)(C)C)(C)C)=O (2-(4-{8-[(Cyclopropyl-methyl-amino)-methyl]-2,2,4,4-tetramethyl-chroman-6-ylethynyl}-phenyl)-2-methyl-propionic acid methyl ester), oil. Reagents/catalysts: Cl[Pd]([P](C1=CC=CC=C1)(C2=CC=CC=C2)C3=CC=CC=C3)([P](C4=CC=CC=C4)(C5=CC=CC=C5)C6=CC=CC=C6)Cl (dichlorobis(triphenylphosphine)palladium(II)), [Cu]I (copper(I)iodide). RXN SMILES: [CH:1]1([N:4]([CH2:6][C:7]2[CH:8]=[C:9]([C:21]#[CH:22])[CH:10]=[C:11]3[C:16]=2[O:15][C:14]([CH3:18])([CH3:17])[CH2:13][C:12]3([CH3:20])[CH3:19])[CH3:5])[CH2:3][CH2:2]1.[CH3:23][O:24][C:25](=[O:54])[C:26]([C:29]1[CH:34]=[CH:33][C:32](C#CC2C=C(C3CC3)C3OC4(CC4)CC(C)(C)C=3C=2)=[CH:31][CH:30]=1)([CH3:28])[CH3:27].C(NCC)C.C(OCC)(=O)C>CCCCCC.[Cu]I.Cl[Pd](Cl)([P](C1C=CC=CC=1)(C1C=CC=CC=1)C1C=CC=CC=1)[P](C1C=CC=CC=1)(C1C=CC=CC=1)C1C=CC=CC=1>[CH3:23][O:24][C:25](=[O:54])[C:26]([C:29]1[CH:30]=[CH:31][C:32]([C:22]#[C:21][C:9]2[CH:10]=[C:11]3[C:16](=[C:7]([CH2:6][N:4]([CH:1]4[CH2:2][CH2:3]4)[CH3:5])[CH:8]=2)[O:15][C:14]([CH3:17])([CH3:18])[CH2:13][C:12]3([CH3:20])[CH3:19])=[CH:33][CH:34]=1)([CH3:28])[CH3:27] |^1:76,95|. The yield is 31.0%. Solvent: CCCCCC (hexane). The reactants are COC(C(C)(C)C1=CC=C(C=C1)C#CC=1C=C(C2=C(C(CC3(CC3)O2)(C)C)C1)C1CC1)=O (2-{4-[(8-cyclopropyl-3,4-dihydro-4,4-dimethylspiro[2H-1-benzopyran-2,1′-cyclopropane]-6-yl)ethynyl]-phenyl}-2-methyl-propionic acid methyl ester), COC(C(C)(C)C1=CC=C(C=C1)C#CC=1C=C(C2=C(C(CC3(CC3)O2)(C)C)C1)C1CC1)=O (2-{4-[(8-cyclopropyl-3,4-dihydro-4,4-dimethylspiro[2H-1-benzopyran-2,1′-cyclopropane]-6-yl)ethynyl]-phenyl}-2-methyl-propionic acid methyl ester), C(C)(=O)OCC (ethyl acetate), C1(CC1)N(C)CC=1C=C(C=C2C(CC(OC12)(C)C)(C)C)C#C (8-[(cyclopropyl-methyl-amino)-methyl]-6-ethynyl-2,2,4,4-tetramethyl-chroman), C1(CC1)N(C)CC=1C=C(C=C2C(CC(OC12)(C)C)(C)C)C#C (8-[(cyclopropyl-methyl-amino)-methyl]-6-ethynyl-2,2,4,4-tetramethyl-chroman), C(C)NCC (diethyl amine).